From a dataset of the Open Reaction Database (ORD), a public repository of structured organic reaction records. describe an organic reaction: reactants, conditions, products, and yield Starting materials: O (water), C(C)OC(C(C(CBr)=O)(C)C)=O (4-bromo-2,2-dimethyl-3-keto-butanoic acid ethyl ester), ClC1=CC=C(C=C1)O (4-chlorophenol), C([O-])([O-])=O.[K+].[K+] (potassium carbonate). The solvent is CN(C=O)C (dimethylformamide). Conditions: temperature 40 celsius, time 2 hour. Yields the product C(C)OC(C(C(COC1=CC=C(C=C1)Cl)=O)(C)C)=O (4-(4-chlorophenoxy)-2,2-dimethyl-3-keto-butanoic acid ethyl ester). Isolated yield 56.9%. Reaction SMILES: [CH2:1]([O:3][C:4](=[O:12])[C:5]([CH3:11])([CH3:10])[C:6](=[O:9])[CH2:7]Br)[CH3:2].[Cl:13][C:14]1[CH:19]=[CH:18][C:17]([OH:20])=[CH:16][CH:15]=1.C(=O)([O-])[O-].[K+].[K+].O>CN(C)C=O>[CH2:1]([O:3][C:4](=[O:12])[C:5]([CH3:11])([CH3:10])[C:6](=[O:9])[CH2:7][O:20][C:17]1[CH:18]=[CH:19][C:14]([Cl:13])=[CH:15][CH:16]=1)[CH3:2] |f:2.3.4|. Procedure details: 316 g (2 mol) of 4-bromo-2,2-dimethyl-3-keto-butanoic acid ethyl ester were added dropwise, at 30° C., to 246 g (2 mol) of 4-chlorophenol and 210 g of potassium carbonate in 1,000 ml of dimethylformamide. The mixture was stirred for 20 hours at room temperature and 2 hours at 40° C. The reaction mixture was then introduced into 2,000 ml of water. The aqueous phase was extracted by shaking twice with 500 ml of methylene chloride at a time and the organic phase was extracted by shaking twice with ...